This data is from the Open Reaction Database (ORD), a public repository of structured organic reaction records. The task is: describe an organic reaction: reactants, conditions, products, and yield The reactants are CC(C)CCN, CC(=O)O, NC(=O)c1ccc(Oc2cnc(C=O)c3ccccc23)nc1, CC(Cl)Cl, [Na+], O=C([O-])O. Product: CC(C)CCNCc1ncc(Oc2ccc(C(N)=O)cn2)c2ccccc12. As a reaction SMILES: [CH3:23][CH:24]([CH2:25][CH2:26][NH2:27])[CH3:28].[CH3:29][C:30](=[O:31])[OH:32].[CH:1](=[O:2])[c:3]1[n:4][cH:5][c:6]([O:13][c:14]2[n:15][cH:16][c:17]([C:18](=[O:19])[NH2:20])[cH:21][cH:22]2)[c:7]2[cH:8][cH:9][cH:10][cH:11][c:12]12.[Cl:38][CH:39]([Cl:40])[CH3:41].[Na+:37].[O-:33][C:34]([OH:35])=[O:36]>>[CH2:1]([c:3]1[n:4][cH:5][c:6]([O:13][c:14]2[n:15][cH:16][c:17]([C:18](=[O:19])[NH2:20])[cH:21][cH:22]2)[c:7]2[cH:8][cH:9][cH:10][cH:11][c:12]12)[NH:27][CH2:26][CH2:25][CH:24]([CH3:23])[CH3:28]. Reactants: C(C)OC(CC(=O)CCl)=O (ethyl-4-chloroacetoacetate), C(OCC)(OCC)OCC (triethyl orthoformate). The reagents and catalysts are S(O)(O)(=O)=O (sulfuric acid). Run at time 48 hour. The product is ClC/C(=C/C(=O)OCC)/OCC ((Z)-4-chloro-3-ethoxy-2-butenoic acid, ethyl ester). As a reaction SMILES: [CH2:1]([O:3][C:4](=[O:10])[CH2:5][C:6]([CH2:8][Cl:9])=[O:7])[CH3:2].C(OCC)(OCC)O[CH2:13][CH3:14]>S(=O)(=O)(O)O>[Cl:9][CH2:8]/[C:6](/[O:7][CH2:13][CH3:14])=[CH:5]/[C:4]([O:3][CH2:1][CH3:2])=[O:10]. Reported procedure: A mixture of ethyl-4-chloroacetoacetate (5.0 g), triethyl orthoformate (4.5 g) and concentrated sulfuric acid (2 drops) was stirred at room temperature for 48 hours under a nitrogen atmosphere. The excess triethyl orthoformate was removed on a rotavap and the residue was dissolved in toluene (~20 mL) and a small amount of p-toluene sulfonic acid was added and refuxed for three hours. The mixture was diluted with ethyl acetate (~20 mL) and washed with aqueous sodium bicarbonate and brine; dried o... The reactants are C1COCCO1, Cl, [Li+], CCOC(=O)c1cnc(N2CCC3(CC2)C(=O)NCN3c2ccccc2)s1, [OH-]. Product: O=C(O)c1cnc(N2CCC3(CC2)C(=O)NCN3c2ccccc2)s1. RXN SMILES: [CH2:31]1[O:32][CH2:33][CH2:34][O:35][CH2:36]1.[ClH:30].[Li+:28].[O:1]=[C:2]1[NH:3][CH2:4][N:5]([c:22]2[cH:23][cH:24][cH:25][cH:26][cH:27]2)[C:6]12[CH2:7][CH2:8][N:9]([c:12]1[s:13][c:14]([C:17](=[O:18])[O:19][CH2:20][CH3:21])[cH:15][n:16]1)[CH2:10][CH2:11]2.[OH-:29]>>[O:1]=[C:2]1[NH:3][CH2:4][N:5]([c:22]2[cH:23][cH:24][cH:25][cH:26][cH:27]2)[C:6]12[CH2:7][CH2:8][N:9]([c:12]1[s:13][c:14]([C:17](=[O:18])[OH:19])[cH:15][n:16]1)[CH2:10][CH2:11]2. Starting materials: CI (Methyl iodide), ( t ), CC(C)([O-])C.[Na+] (Sodium tert-butoxide), BrC1=CC=2CC3=CC(=CC=C3C2C=C1)Br (2,7-dibromofluorene), CS(=O)C (DMSO), C(=S)=S (carbon disulfide). Conditions: time 10 minute. The product is BrC1=CC=2C(C3=CC(=CC=C3C2C=C1)Br)=C(SC)SC (2,7-dibromo-9-(bis-methylsulfanyl-methylene)fluorene). RXN SMILES: CC(C)([O-])C.[Na+].[Br:7][C:8]1[CH:20]=[CH:19][C:18]2[C:17]3[C:12](=[CH:13][C:14]([Br:21])=[CH:15][CH:16]=3)[CH2:11][C:10]=2[CH:9]=1.[C:22](=S)=[S:23].CI.[CH3:27][S:28]([CH3:30])=O>>[Br:7][C:8]1[CH:20]=[CH:19][C:18]2[C:17]3[C:12](=[CH:13][C:14]([Br:21])=[CH:15][CH:16]=3)[C:11](=[C:27]([S:23][CH3:22])[S:28][CH3:30])[C:10]=2[CH:9]=1 |f:0.1|. Reported procedure: Sodium tert-butoxide (31.1 g, 0.32 mol) was added portionwise over 5 min to a solution of 2,7-dibromofluorene (50 g, 0.154 mol) in DMSO (1000 ml) at RT (22° C.) under nitrogen. To the resulting red solution was added carbon disulfide (13 g, 0.17 mol) via a syringe causing an exotherm to 35° C. The reaction was stirred for 10 min until the internal temperature was 30° C. Methyl iodide (46 g, 0.32 mol) was added over 2 min, causing an exotherm to 42° C. The reaction was stirred for 1 h and quenche... Reactants: CO, ClCCl, Cc1onc(-c2ccccc2)c1-c1cc(F)c(S(C)=O)c(F)c1, O. Yields the product Cc1onc(-c2ccccc2)c1-c1cc(F)c(S(C)(=O)=O)c(F)c1. As a reaction SMILES: [CH3:27][OH:28].[Cl:24][CH2:25][Cl:26].[F:1][c:2]1[cH:3][c:4](-[c:12]2[c:13](-[c:18]3[cH:19][cH:20][cH:21][cH:22][cH:23]3)[n:14][o:15][c:16]2[CH3:17])[cH:5][c:6]([F:11])[c:7]1[S:8](=[O:9])[CH3:10].[OH2:29]>>[F:1][c:2]1[cH:3][c:4](-[c:12]2[c:13](-[c:18]3[cH:19][cH:20][cH:21][cH:22][cH:23]3)[n:14][o:15][c:16]2[CH3:17])[cH:5][c:6]([F:11])[c:7]1[S:8](=[O:9])([CH3:10])=[O:28]. Starting materials: C(C)(C)(C)C1=C(O)C=CC(=C1)O (tert.-butyl hydroquinone), BrCC(=O)OC (methyl bromoacetate), C([O-])([O-])=O.[K+].[K+] (potassium carbonate). Run in CC(=O)C (acetone). Yields the product C(C)(C)(C)C=1C=C(OCC(=O)OC)C=CC1O (methyl 2-(3-tert.-butyl-4-hydroxyphenoxy)-acetate). RXN SMILES: [C:1]([C:5]1[CH:11]=[C:10]([OH:12])[CH:9]=[CH:8][C:6]=1[OH:7])([CH3:4])([CH3:3])[CH3:2].Br[CH2:14][C:15]([O:17][CH3:18])=[O:16].C(=O)([O-])[O-].[K+].[K+]>CC(C)=O>[C:1]([C:5]1[CH:11]=[C:10]([CH:9]=[CH:8][C:6]=1[OH:7])[O:12][CH2:14][C:15]([O:17][CH3:18])=[O:16])([CH3:4])([CH3:2])[CH3:3] |f:2.3.4|. Procedure: 33.2 g of tert.-butyl hydroquinone, 41.35 g of methyl bromoacetate and 37.3 g of potassium carbonate (anhydrous) are refluxed in 300 ml of acetone under nitrogen for 3 days. The solvent is removed under reduced pressure and 500 ml of ether are added. This ether solution is washed with water, dried with magnesium sulfate and evaporated. The residue is distilled in vacuo. The brown distillate obtained at 138°-140° under 10-3 mm Hg is purified by means of column chromatography. The methyl 2-(3-tert... Yields the product COc1ccc2c(c1CN)Oc1c(ccc(OC)c1CC#N)N2C. Starting materials: ClCCl, COc1ccc2c(c1CC#N)Oc1c(ccc(OC)c1CN1C(=O)c3ccccc3C1=O)N2C, [Na+], [Na+], O=C([O-])[O-]. RXN SMILES: [CH2:41]([Cl:42])[Cl:43].[CH3:1][O:2][c:3]1[cH:4][cH:5][c:6]2[c:7]([c:31]1[CH2:32][C:33]#[N:34])[O:8][c:9]1[c:10]([cH:13][cH:14][c:15]([O:29][CH3:30])[c:16]1[CH2:17][N:18]1[C:19](=[O:20])[c:21]3[c:22]([cH:23][cH:24][cH:25][cH:26]3)[C:27]1=[O:28])[N:11]2[CH3:12].[Na+:35].[Na+:36].[O-:37][C:38](=[O:39])[O-:40]>>[CH3:1][O:2][c:3]1[cH:4][cH:5][c:6]2[c:7]([c:31]1[CH2:32][C:33]#[N:34])[O:8][c:9]1[c:10]([cH:13][cH:14][c:15]([O:29][CH3:30])[c:16]1[CH2:17][NH2:18])[N:11]2[CH3:12]. Starting materials: CN(C)C=O, CC1(C)CC(O)CC(C)(C)C1, O=[N+]([O-])c1ccc(F)cc1, [H-], [Na+]. The product is CC1(C)CC(Oc2ccc([N+](=O)[O-])cc2)CC(C)(C)C1. As a reaction SMILES: [CH3:24][N:25]([CH3:26])[CH:27]=[O:28].[CH3:3][C:4]1([CH3:13])[CH2:5][CH:6]([OH:12])[CH2:7][C:8]([CH3:10])([CH3:11])[CH2:9]1.[F:14][c:15]1[cH:16][cH:17][c:18]([N+:21](=[O:22])[O-:23])[cH:19][cH:20]1.[H-:1].[Na+:2]>>[CH3:3][C:4]1([CH3:13])[CH2:5][CH:6]([O:12][c:15]2[cH:16][cH:17][c:18]([N+:21](=[O:22])[O-:23])[cH:19][cH:20]2)[CH2:7][C:8]([CH3:10])([CH3:11])[CH2:9]1.